From a dataset of the Open Reaction Database (ORD), a public repository of structured organic reaction records. describe an organic reaction: reactants, conditions, products, and yield Reactants: P(=O)(O)(O)CNCC(=O)O (N-phosphonomethylglycine), Cl (hydrochloric acid). Reaction conditions: time 12.5 minute. Product: O.Cl.P(=O)(O)(O)CNCC(=O)O.P(=O)(O)(O)CNCC(=O)O (N-phosphonomethylglycine hemihydrochloride hemihydrate). Reaction SMILES: [P:1]([CH2:5][NH:6][CH2:7][C:8]([OH:10])=[O:9])([OH:4])([OH:3])=[O:2].[ClH:11]>>[OH2:2].[ClH:11].[P:1]([CH2:5][NH:6][CH2:7][C:8]([OH:10])=[O:9])([OH:4])([OH:3])=[O:2].[P:1]([CH2:5][NH:6][CH2:7][C:8]([OH:10])=[O:9])([OH:4])([OH:3])=[O:2] |f:2.3.4.5|. Reported procedure: N-phosphonomethylglycine (10 g.) was placed in a small beaker and covered with concentrated hydrochloric acid (approximately 5 ml.). After the exothermic reaction had subsided, the mixture was allowed to stand about 10 to 15 minutes. The crystalled solid was washed with tetrahydrofuran and then air-dried to yield an essentially quantitative yield of N-phosphonomethylglycine hemihydrochloride hemihydrate (m.p. greater than 300° C.). Reactants: CCO, COCCOC, Clc1cc(I)cc(Cl)n1, [Na+], [Na+], O=C([O-])[O-], O, Cl[Pd]Cl, CC1(C)OB(c2cn(S(=O)(=O)c3ccccc3)c3ncccc23)OC1(C)C, c1ccc(P(c2ccccc2)c2ccccc2)cc1, c1ccc(P(c2ccccc2)c2ccccc2)cc1. Product: O=S(=O)(c1ccccc1)n1cc(-c2cc(Cl)nc(Cl)c2)c2cccnc21. As a reaction SMILES: [CH2:44]([OH:45])[CH3:46].[CH3:47][O:48][CH2:49][CH2:50][O:51][CH3:52].[Cl:28][c:29]1[n:30][c:31]([Cl:36])[cH:32][c:33]([I:35])[cH:34]1.[Na+:37].[Na+:38].[O-:39][C:40](=[O:41])[O-:42].[OH2:43].[Pd:53]([Cl:54])[Cl:55].[c:1]1([S:7](=[O:8])(=[O:9])[n:10]2[cH:11][c:12]([B:19]3[O:20][C:21]([CH3:22])([CH3:23])[C:24]([CH3:25])([CH3:26])[O:27]3)[c:13]3[c:14]2[n:15][cH:16][cH:17][cH:18]3)[cH:2][cH:3][cH:4][cH:5][cH:6]1.[c:56]1([P:57]([c:58]2[cH:59][cH:60][cH:61][cH:62][cH:63]2)[c:64]2[cH:65][cH:66][cH:67][cH:68][cH:69]2)[cH:70][cH:71][cH:72][cH:73][cH:74]1.[c:75]1([P:76]([c:77]2[cH:78][cH:79][cH:80][cH:81][cH:82]2)[c:83]2[cH:84][cH:85][cH:86][cH:87][cH:88]2)[cH:89][cH:90][cH:91][cH:92][cH:93]1>>[c:1]1([S:7](=[O:8])(=[O:9])[n:10]2[cH:11][c:12](-[c:33]3[cH:32][c:31]([Cl:36])[n:30][c:29]([Cl:28])[cH:34]3)[c:13]3[c:14]2[n:15][cH:16][cH:17][cH:18]3)[cH:2][cH:3][cH:4][cH:5][cH:6]1. Reactants: C1(CCCCC1)CC(=O)O (cyclohexylacetic acid), red phosphorus, BrBr (bromine). The solvent is C(Cl)(Cl)(Cl)Cl (CCl4). Product: BrC1C(CCCC1)CC(=O)O (2-bromo cyclohexyl acetic acid). The yield is 1055.4%. As a reaction SMILES: [CH:1]1([CH2:7][C:8]([OH:10])=[O:9])[CH2:6][CH2:5][CH2:4][CH2:3][CH2:2]1.[Br:11]Br>C(Cl)(Cl)(Cl)Cl>[Br:11][CH:2]1[CH2:3][CH2:4][CH2:5][CH2:6][CH:1]1[CH2:7][C:8]([OH:10])=[O:9]. Reported procedure: To a solution of cyclohexylacetic acid (10 g, 70 mmol), in 100 ml of CCl4 was added red phosphorus (6.32 g, 204 mmol). The mixture was heated to reflux and bromine (70.7 ml, 1.38 mmol) was added over 3 hours dropwise through the condenser via addition funnel. The reaction was heated at reflux for 5 hours before it was quenched slowly with water then washed with 10% Na2SO4, water, then into NaHCO3. The sodium bicarbonate solution was brought to acidic pH using 1 N HCl. The solid was collected and... Reactants: O (water), C(C(C)(C)C)(=O)CC(=O)OCC (ethyl pivaloylacetate), O (water), O.NN (hydrazine hydrate). Solvent: C(C)O (ethanol). Reaction conditions: time 8 hour. Yields the product C(C)(C)(C)C1NNC(C1)=O (3-t-Butyl-5-pyrazolidone). Reaction SMILES: [C:1]([CH2:7][C:8]([O:10]CC)=O)(=O)[C:2]([CH3:5])([CH3:4])[CH3:3].O.[NH2:14][NH2:15].O>C(O)C>[C:2]([CH:1]1[CH2:7][C:8](=[O:10])[NH:15][NH:14]1)([CH3:5])([CH3:4])[CH3:3] |f:1.2|. Reported procedure: 1.0 kg of ethyl pivaloylacetate was dissolved in 1.0 liter of ethanol, and 320 g of hydrazine hydrate was dropwise added thereto while cooled with water. After completion of the addition, the reaction was carried out overnight at room temperature, and then 5.0 liter of water was added thereto and stirred. The crystal as precipitated was filtered out under reduced pressure and fully washed with water, and then this was further washed with a little amount of methanol and dried with air. Yield: 812... Starting materials: CCCOC(C)=O, CCCCCCCCCCCCS(=O)(=O)C(CC)C(=O)Cl, O=C[O-], CC(C)O, O=c1[nH]c2cc(F)c([N+](=O)[O-])cc2o1, [K+], Nc1cc2oc(=O)[nH]c2cc1F, O. The product is CCCCCCCCCCCCS(=O)(=O)C(CC)C(=O)Nc1cc2oc(=O)[nH]c2cc1F. As a reaction SMILES: [C:53]([O:54][CH2:55][CH2:56][CH3:57])(=[O:58])[CH3:59].[CH2:31]([CH2:32][CH2:33][CH2:34][CH2:35][CH2:36][CH2:37][CH2:38][CH2:39][CH2:40][CH2:41][CH3:42])[S:43](=[O:44])(=[O:45])[CH:46]([C:47](=[O:48])[Cl:49])[CH2:50][CH3:51].[CH:15]([O-:16])=[O:17].[CH:60]([OH:61])([CH3:62])[CH3:63].[F:1][c:2]1[c:3]([N+:12]([O-:13])=[O:14])[cH:4][c:5]2[c:6]([nH:7][c:8](=[O:10])[o:9]2)[cH:11]1.[K+:18].[NH2:19][c:20]1[c:21]([F:22])[cH:23][c:24]2[nH:25][c:26](=[O:27])[o:28][c:29]2[cH:30]1.[OH2:52]>>[F:1][c:2]1[c:3]([NH:12][C:47]([CH:46]([S:43]([CH2:31][CH2:32][CH2:33][CH2:34][CH2:35][CH2:36][CH2:37][CH2:38][CH2:39][CH2:40][CH2:41][CH3:42])(=[O:44])=[O:45])[CH2:50][CH3:51])=[O:48])[cH:4][c:5]2[c:6]([nH:7][c:8](=[O:10])[o:9]2)[cH:11]1. Reactants: BrC1=CC=C(C=C1)C=1N=COC1 (4-(4-bromophenyl)-1,3-oxazole), C(CCC)[Sn](C(=C)OCC)(CCCC)CCCC (tributyl(1-ethoxyvinyl)tin), [Cl-].[Li+] (lithium chloride). The reagents and catalysts are C=1C=CC(=CC1)[P](C=2C=CC=CC2)(C=3C=CC=CC3)[Pd]([P](C=4C=CC=CC4)(C=5C=CC=CC5)C=6C=CC=CC6)([P](C=7C=CC=CC7)(C=8C=CC=CC8)C=9C=CC=CC9)[P](C=1C=CC=CC1)(C=1C=CC=CC1)C=1C=CC=CC1 (tetrakis(triphenylphosphine)palladium). Solvent: O1CCOCC1 (dioxane), C(C)(=O)OCC (ethyl acetate). The product is O1C=NC(=C1)C1=CC=C(C=C1)C(C)=O (1-[4-(1,3-Oxazol-4-yl)phenyl]-1-ethanone). The yield is 65.4%. As a reaction SMILES: Br[C:2]1[CH:7]=[CH:6][C:5]([C:8]2[N:9]=[CH:10][O:11][CH:12]=2)=[CH:4][CH:3]=1.C([Sn](CCCC)(CCCC)[C:18]([O:20]CC)=[CH2:19])CCC.[Cl-].[Li+]>O1CCOCC1.C(OCC)(=O)C.C1C=CC([P]([Pd]([P](C2C=CC=CC=2)(C2C=CC=CC=2)C2C=CC=CC=2)([P](C2C=CC=CC=2)(C2C=CC=CC=2)C2C=CC=CC=2)[P](C2C=CC=CC=2)(C2C=CC=CC=2)C2C=CC=CC=2)(C2C=CC=CC=2)C2C=CC=CC=2)=CC=1>[O:11]1[CH:12]=[C:8]([C:5]2[CH:6]=[CH:7][C:2]([C:18](=[O:20])[CH3:19])=[CH:3][CH:4]=2)[N:9]=[CH:10]1 |f:2.3,^1:48,50,69,88|. Reported procedure: To a stirred solution of 4-(4-bromophenyl)-1,3-oxazole (469 mg, 2.09 mmol) in dioxane (20 ml) was added tributyl(1-ethoxyvinyl)tin (906 mg, 2.51 mmol), tetrakis(triphenylphosphine)palladium (240 mg, 0.207 mmol), lithium chloride (221 mg, 5.23 mmol), and the mixture was heated at reflux temperature for 8 hours. The reaction mixture was cooled down to room temperature, and diluted with ethyl acetate. The whole was washed with saturated potassium fluoride aqueous solution, and the precipitate was r...